Dataset: the Open Reaction Database (ORD), a public repository of structured organic reaction records. Task: describe an organic reaction: reactants, conditions, products, and yield Reactants: FC(S(=O)(=O)OC1=CC2=CC=CC=C2C(=C1)O)(F)F (4-Hydroxy-2-naphthyl trifluoromethanesulfonate), FC(OC1=CC=C(C=C1)B(O)O)(F)F (4-(trifluoromethoxy)phenyl boronic acid). The reagents and catalysts are C=1C=CC(=CC1)[P](C=2C=CC=CC2)(C=3C=CC=CC3)[Pd]([P](C=4C=CC=CC4)(C=5C=CC=CC5)C=6C=CC=CC6)([P](C=7C=CC=CC7)(C=8C=CC=CC8)C=9C=CC=CC9)[P](C=1C=CC=CC1)(C=1C=CC=CC1)C=1C=CC=CC1 (Pd(PPh3)4). The solvent is C(Cl)Cl.C(=O)(C(F)(F)F)O (DCM TFA). Product: FC(OC1=CC=C(C=C1)C=1C=C(C2=CC=CC=C2C1)O)(F)F (3-[4-(Trifluoromethoxy)phenyl]-1-naphthol). RXN SMILES: FC(F)(F)S(O[C:7]1[CH:16]=[C:15]([OH:17])[C:14]2[C:9](=[CH:10][CH:11]=[CH:12][CH:13]=2)[CH:8]=1)(=O)=O.[F:20][C:21]([F:33])([F:32])[O:22][C:23]1[CH:28]=[CH:27][C:26](B(O)O)=[CH:25][CH:24]=1>C(Cl)Cl.C(O)(C(F)(F)F)=O.C1C=CC([P]([Pd]([P](C2C=CC=CC=2)(C2C=CC=CC=2)C2C=CC=CC=2)([P](C2C=CC=CC=2)(C2C=CC=CC=2)C2C=CC=CC=2)[P](C2C=CC=CC=2)(C2C=CC=CC=2)C2C=CC=CC=2)(C2C=CC=CC=2)C2C=CC=CC=2)=CC=1>[F:20][C:21]([F:32])([F:33])[O:22][C:23]1[CH:28]=[CH:27][C:26]([C:7]2[CH:16]=[C:15]([OH:17])[C:14]3[C:9]([CH:8]=2)=[CH:10][CH:11]=[CH:12][CH:13]=3)=[CH:25][CH:24]=1 |f:2.3,^1:47,49,68,87|. Procedure details: 4-Hydroxy-2-naphthyl trifluoromethanesulfonate (100 mg, 0.34 mmol), 4-(trifluoromethoxy)phenyl boronic acid (0.14 g, 0.68 mmol) and Pd(PPh3)4 (20 mg, 0.017 mmol) in DME/2M K2CO3 (1/1) were heated at reflux under an argon atmosphere. After approximately 2 hours the solution was cooled and partitioned between aqueous 1N hydrochloric acid and ethyl acetate. The organic phase was dried over MgSO4, filtered and concentrated. The residue was purified by silica gel chromatography using a hexanes/ethyl ... Starting materials: Cl.C(C)N1C[C@@H]2CCC(C[C@]2(CC1)C1=CC(=CC=C1)OC)=O ((±)-trans-2-ethyl-4a-(3-methoxyphenyl)-6-oxo-1,2,3,4,4a,5,6,7,8,8a-decahydroisoquinoline hydrochloride), Cl.NO (hydroxylamine hydrochloride), KHCO3. Run in CO (MeOH). Yields the product C(C)N1C[C@@H]2CCC(C[C@]2(CC1)C1=CC(=CC=C1)OC)=NO ((±)-trans-2-Ethyl-6-hydroxyimino-4a-(3-methoxyphenyl)-1,2,3,4,4a,5,6,7,8, 8a-decahydroisoquinoline). Yield: 96.6%. RXN SMILES: Cl.[CH2:2]([N:4]1[CH2:13][CH2:12][C@@:11]2([C:14]3[CH:19]=[CH:18][CH:17]=[C:16]([O:20][CH3:21])[CH:15]=3)[C@@H:6]([CH2:7][CH2:8][C:9](=O)[CH2:10]2)[CH2:5]1)[CH3:3].Cl.[NH2:24][OH:25]>CO>[CH2:2]([N:4]1[CH2:13][CH2:12][C@@:11]2([C:14]3[CH:19]=[CH:18][CH:17]=[C:16]([O:20][CH3:21])[CH:15]=3)[C@@H:6]([CH2:7][CH2:8][C:9](=[N:24][OH:25])[CH2:10]2)[CH2:5]1)[CH3:3] |f:0.1,2.3|. Procedure: 0.5 g (1.54 mmol) of (±)-trans-2-ethyl-4a-(3-methoxyphenyl)-6-oxo-1,2,3,4,4a,5,6,7,8,8a-decahydroisoquinoline hydrochloride, 0.456 g (6.56 mmol) of hydroxylamine hydrochloride and 0.64 g of KHCO3 in 10 ml of MeOH were refluxed for 45 min. The precipitate was filtered, the solvent was removed in vacuo and the residue taken up in H2O. The pH was adjusted to 8 with conc. NH4OH, the aqueous layer was extracted with CH2Cl2. The organic layer was dried, the solvent removed in vacuo, obtaining 0.45 g o... RXN SMILES: [NH:1]1[CH2:6][CH2:5][NH:4][CH2:3][CH2:2]1.[C:7]1([S:13]([C:16]2[C:17]([S:30][CH3:31])=[N:18][N:19]3[C:24](Cl)=[CH:23][C:22]([C:26]([CH3:29])([CH3:28])[CH3:27])=[N:21][C:20]=23)(=[O:15])=[O:14])[CH:12]=[CH:11][CH:10]=[CH:9][CH:8]=1>CN(C=O)C>[C:7]1([S:13]([C:16]2[C:17]([S:30][CH3:31])=[N:18][N:19]3[C:24]([N:1]4[CH2:6][CH2:5][NH:4][CH2:3][CH2:2]4)=[CH:23][C:22]([C:26]([CH3:27])([CH3:29])[CH3:28])=[N:21][C:20]=23)(=[O:15])=[O:14])[CH:8]=[CH:9][CH:10]=[CH:11][CH:12]=1. Product: C1(=CC=CC=C1)S(=O)(=O)C=1C(=NN2C1N=C(C=C2N2CCNCC2)C(C)(C)C)SC (3-benzenesulphonyl-5-tert-butyl-2-methylsulphanyl-7-piperazin-1-yl-pyrazolo[1,5-a]pyrimidine). Reported procedure: 0.67 g (7.7 mmol) of piperazine in 10 ml of DMF was added to a solution of 1.23 g (3.1 mmol) of 3-benzenesulphonyl-5-tert-butyl-7-chloro-2-methylsulphanyl-pyrazolo[1,5-a]pyrimidine in 10 ml of DMF and stirred at RT for 2 hrs. The reaction solution was evaporated and the residue was partitioned between 2N NaOH and CH2Cl2. The aqueous phase was extracted three times with CH2Cl2, and the combined organic phases were dried (MgSO4), filtered and evaporated. Subsequent chromatography (SiO2, CH2Cl2/MeO... The solvent is CN(C)C=O (DMF), CN(C)C=O (DMF). Reactants: N1CCNCC1 (piperazine), C1(=CC=CC=C1)S(=O)(=O)C=1C(=NN2C1N=C(C=C2Cl)C(C)(C)C)SC (3-benzenesulphonyl-5-tert-butyl-7-chloro-2-methylsulphanyl-pyrazolo[1,5-a]pyrimidine). The yield is 18.1%. Reaction conditions: time 2 hour. Starting materials: BrC=1C=CC(=C(C(=O)O)C1)O (5-bromo-2-hydroxybenzoic acid), C([O-])([O-])=O.[K+].[K+] (potassium carbonate), BrCC1=CC=C(C#N)C=C1 (4-(Bromomethyl)benzonitrile). The solvent is CC(=O)C (acetone). Conditions: temperature 55 celsius, time 18 hour. Yields the product BrC=1C=CC(=C(C(=O)OCC2=CC=C(C=C2)C#N)C1)OCC1=CC=C(C=C1)C#N ((4-Cyanophenyl)methyl 5-bromo-2-{[(4-cyanophenyl)methyl]oxy}benzoate). RXN SMILES: Br[CH2:2][C:3]1[CH:10]=[CH:9][C:6]([C:7]#[N:8])=[CH:5][CH:4]=1.[Br:11][C:12]1[CH:13]=[CH:14][C:15]([OH:21])=[C:16]([CH:20]=1)[C:17]([OH:19])=[O:18].C(=O)([O-])[O-].[K+].[K+]>CC(C)=O>[Br:11][C:12]1[CH:13]=[CH:14][C:15]([O:21][CH2:2][C:3]2[CH:10]=[CH:9][C:6]([C:7]#[N:8])=[CH:5][CH:4]=2)=[C:16]([CH:20]=1)[C:17]([O:19][CH2:2][C:3]1[CH:10]=[CH:9][C:6]([C:7]#[N:8])=[CH:5][CH:4]=1)=[O:18] |f:2.3.4|. Reported procedure: 4-(Bromomethyl)benzonitrile (318 mg, 1.622 mmol) was added in a single charge to a stirred suspension of 5-bromo-2-hydroxybenzoic acid (160 mg, 0.74 mmol) and potassium carbonate (204 mg, 1.48 mmol) in acetone (40 ml) at 20° C. The reaction mixture was stirred at 55° C. for 18 h. The organic phase was evaporated and the residue was washed with water (25 ml), extracted with ethyl acetate (3×30 ml) and evaporated in vacuo to yield the title compound as an off-white solid. 300 mg.